Dataset: the Open Reaction Database (ORD), a public repository of structured organic reaction records. Task: describe an organic reaction: reactants, conditions, products, and yield Reactants: BrC=1C=CC2=C(/C(=C(\CCC2)/C(=O)OC)/OS(=O)(=O)C(F)(F)F)C1 ((Z)-methyl 2-bromo-9-(trifluoromethylsulfonyloxy)-6,7-dihydro-5H-benzo[7]annulene-8-carboxylate), solution, solution, C[Li] (methyllithium), (Me)2CuLi. The reagents and catalysts are [Cu]I (CuI). Solvent: C(C)OCC (diethyl ether), C(C)OCC (diethyl ether). Conditions: time 20 minute. Product: BrC=1C=CC2=C(/C(=C(\CCC2)/C(=O)OC)/C)C1 ((E)-methyl 2-bromo-9-methyl-6,7-dihydro-5H-benzo[7]annulene-8-carboxylate). Isolated yield 106.6%. RXN SMILES: [CH3:1][Li].[Br:3][C:4]1[CH:5]=[CH:6][C:7]2[CH2:13][CH2:12][CH2:11][C:10]([C:14]([O:16][CH3:17])=[O:15])=[C:9](OS(C(F)(F)F)(=O)=O)[C:8]=2[CH:26]=1>C(OCC)C.[Cu]I>[Br:3][C:4]1[CH:5]=[CH:6][C:7]2[CH2:13][CH2:12][CH2:11][C:10]([C:14]([O:16][CH3:17])=[O:15])=[C:9]([CH3:1])[C:8]=2[CH:26]=1. Procedure details: To a suspension of CuI (760 mg, 4.0 mmol) in anhydrous diethyl ether (5 mL) was dropwise added a 1.6 M solution of methyllithium (8 mmol, 5 mL) in an ice-salt bath (−10° C.). After stirring for 20 min, a homogeneous 0.4 M (Me)2CuLi solution was ready for use. To a solution of (Z)-methyl 2-bromo-9-(trifluoromethylsulfonyloxy)-6,7-dihydro-5H-benzo[7]annulene-8-carboxylate from step B1 (52 mg, 0.121 mmol) in diethyl ether (0.5 mL) was dropwise added the above Me2CuLi solution (0.727 mmol, 1.82 mL) ... Starting materials: C(C(=O)Cl)(=O)Cl (Oxalyl chloride), O1C(=NC2=C1C=CC=C2)N(C)CCOC2=CC=C(C=C2)CC(C(=O)O)OCC(F)(F)F ((±)-3-[4-[2-[N-(2-benzoxazolyl)-N-methylamino]ethoxy]phenyl]-2-(2,2,2-trifluoroethoxy)propanoic acid). Run in C1=CC=CC=C1 (benzene). The product is O1C(=NC2=C1C=CC=C2)N(C)CCOC2=CC=C(C=C2)CC(C(=O)Cl)OCC(F)(F)F ((±)-3-[4-[2-[N-(2-Benzoxazolyl)-N-methylamino]ethoxy]phenyl]-2-(2,2,2-trifluoroethoxy)propanoyl chloride). Reaction SMILES: C(Cl)(=O)C([Cl:4])=O.[O:7]1[C:11]2[CH:12]=[CH:13][CH:14]=[CH:15][C:10]=2[N:9]=[C:8]1[N:16]([CH2:18][CH2:19][O:20][C:21]1[CH:26]=[CH:25][C:24]([CH2:27][CH:28]([O:32][CH2:33][C:34]([F:37])([F:36])[F:35])[C:29](O)=[O:30])=[CH:23][CH:22]=1)[CH3:17]>C1C=CC=CC=1>[O:7]1[C:11]2[CH:12]=[CH:13][CH:14]=[CH:15][C:10]=2[N:9]=[C:8]1[N:16]([CH2:18][CH2:19][O:20][C:21]1[CH:26]=[CH:25][C:24]([CH2:27][CH:28]([O:32][CH2:33][C:34]([F:37])([F:36])[F:35])[C:29]([Cl:4])=[O:30])=[CH:23][CH:22]=1)[CH3:17]. Procedure: Oxalyl chloride (1.1 mL) was added to a solution of (±)-3-[4-[2-[N-(2-benzoxazolyl)-N-methylamino]ethoxy]phenyl]-2-(2,2,2-trifluoroethoxy)propanoic acid (1.72 g) in dry benzene (30 mL). The mixture was heated at reflux for 2 hours, cooled and evaporated to dryness to give the title compound as a gum which was used without further purification.